This data is from the Open Reaction Database (ORD), a public repository of structured organic reaction records. The task is: describe an organic reaction: reactants, conditions, products, and yield Reactants: C1(=CC=CC2=CC=CC=C12)C(C(=O)O)=C (1-Naphthylacrylic acid), S(O)(O)(=O)=O (sulfuric acid), C(C)O (ethanol). Isolated yield 94.0%. Reported procedure: 1-Naphthylacrylic acid (9.5 g), conc. sulfuric acid (1 ml) and ethanol (100 ml) were subjected to reaction and post-treatment in a similar manner to that described in Reference example 10(a) to obtain the title compound (10.2 g, 94%) as a colorless oil. As a reaction SMILES: [C:1]1([C:11](=[CH2:15])[C:12]([OH:14])=[O:13])[C:10]2[C:5](=[CH:6][CH:7]=[CH:8][CH:9]=2)[CH:4]=[CH:3][CH:2]=1.S(=O)(=O)(O)O.[CH2:21](O)[CH3:22]>>[CH2:21]([O:13][C:12](=[O:14])[C:11]([C:1]1[C:10]2[C:5](=[CH:6][CH:7]=[CH:8][CH:9]=2)[CH:4]=[CH:3][CH:2]=1)=[CH2:15])[CH3:22]. Yields the product C(C)OC(C(=C)C1=CC=CC2=CC=CC=C12)=O (1-Naphthylacrylic acid ethyl ester).